This data is from the Open Reaction Database (ORD), a public repository of structured organic reaction records. The task is: describe an organic reaction: reactants, conditions, products, and yield Starting materials: C1(=CC=CC=C1)P(C1=CC=CC=C1)C1=CC=CC=C1 (triphenyl phosphine), FC1=C(C=C(C=C1)F)O (2,5-difluorophenol), C(C)OC(=O)N=NC(=O)OCC (diethylazocarboxylate), OC[C@@H](C)N1C(C2=CC=CC=C2C1=O)=O ((R)-2-(2-Hydroxy-1-methylethyl)-1H-isoindole 1,3(2H)-dione). The solvent is C1CCOC1 (THF). Reaction conditions: time 8 hour. The product is FC1=C(OC(C)(C)N2C(C3=CC=CC=C3C2=O)=O)C=C(C=C1)F (2-(2,5-difluorophenoxyl-1-methylethyl]-1H-isoindole-1,3(2H)-dione). RXN SMILES: O[CH2:2][C@H:3]([N:5]1[C:13](=[O:14])[C:12]2[C:7](=[CH:8][CH:9]=[CH:10][CH:11]=2)[C:6]1=[O:15])[CH3:4].C1(P(C2C=CC=CC=2)C2C=CC=CC=2)C=CC=CC=1.[F:35][C:36]1[CH:41]=[CH:40][C:39]([F:42])=[CH:38][C:37]=1[OH:43].C(OC(N=NC(OCC)=O)=O)C>C1COCC1>[F:35][C:36]1[CH:41]=[CH:40][C:39]([F:42])=[CH:38][C:37]=1[O:43][C:3]([N:5]1[C:6](=[O:15])[C:7]2[C:12](=[CH:11][CH:10]=[CH:9][CH:8]=2)[C:13]1=[O:14])([CH3:2])[CH3:4]. Procedure details: (R)-2-(2-Hydroxy-1-methylethyl)-1H-isoindole 1,3(2H)-dione (Becker, Y. J. J. Org. Chem. 1980, 45, 2145-51) was diluted with 40 mL THF then treated in order with 7.0 g triphenyl phosphine, 4.0 g of 2,5-difluorophenol and finally with 5.0 mL of diethylazocarboxylate. The reaction became warm to the point of reflux and was allowed to cool to room temperature and stirred at room temperature overnight. The solvent was removed in vacuo and the resulting brown oil was taken up in ethyl acetate (EtOAc)....